From a dataset of the Open Reaction Database (ORD), a public repository of structured organic reaction records. describe an organic reaction: reactants, conditions, products, and yield Reactants: NC1=NC=NC(=C1C=1C=C(C=C(C1)OC)NC(=O)N)N[C@@H](C)C1=NN2C(C(N1C1=CC=CC=C1)=O)=C(C=C2)C ((S)-1-(3-(4-Amino-6-((1-(5-methyl-4-oxo-3-phenyl-3,4-dihydropyrrolo[2,1-f][1,2,4]triazin-2-yl)ethyl)amino)pyrimidin-5-yl)-5-methoxyphenyl)urea), B(Br)(Br)Br (boron tribromide). The solvent is ClCCl (dichloromethane), ClCCl (dichloromethane). Run at time 8 hour. Product: NC1=NC=NC(=C1C=1C=C(C=C(C1)O)NC(=O)N)N[C@@H](C)C1=NN2C(C(N1C1=CC=CC=C1)=O)=C(C=C2)C ((S)-1-(3-(4-Amino-6-((1-(5-methyl-4-oxo-3-phenyl-3,4-dihydropyrrolo[2,1-f][1,2,4]triazin-2-yl)ethyl)amino)pyrimidin-5-yl)-5-hydroxyphenyl)urea). The yield is 52.8%. As a reaction SMILES: [NH2:1][C:2]1[C:7]([C:8]2[CH:9]=[C:10]([NH:16][C:17]([NH2:19])=[O:18])[CH:11]=[C:12]([O:14]C)[CH:13]=2)=[C:6]([NH:20][C@H:21]([C:23]2[N:28]([C:29]3[CH:34]=[CH:33][CH:32]=[CH:31][CH:30]=3)[C:27](=[O:35])[C:26]3=[C:36]([CH3:39])[CH:37]=[CH:38][N:25]3[N:24]=2)[CH3:22])[N:5]=[CH:4][N:3]=1.B(Br)(Br)Br>ClCCl>[NH2:1][C:2]1[C:7]([C:8]2[CH:9]=[C:10]([NH:16][C:17]([NH2:19])=[O:18])[CH:11]=[C:12]([OH:14])[CH:13]=2)=[C:6]([NH:20][C@H:21]([C:23]2[N:28]([C:29]3[CH:34]=[CH:33][CH:32]=[CH:31][CH:30]=3)[C:27](=[O:35])[C:26]3=[C:36]([CH3:39])[CH:37]=[CH:38][N:25]3[N:24]=2)[CH3:22])[N:5]=[CH:4][N:3]=1. Procedure: (S)-1-(3-(4-Amino-6-((1-(5-methyl-4-oxo-3-phenyl-3,4-dihydropyrrolo[2,1-f][1,2,4]triazin-2-yl)ethyl)amino)pyrimidin-5-yl)-5-methoxyphenyl)urea (50 mg, 0.10 mmol) was dissolved in dichloromethane (1.5 ml). A solution of boron tribromide (1M in dichloromethane, 285 μl, 0.29 mmol) was added dropwise and the reaction was stirred at room temperature overnight. The mixture was diluted with dichloromethane and washed with a solution of 4% sodium bicarbonate, water, brine and dried over sodium sulphate,... Starting materials: CCc1nc2c(cnn2CC)c(NC2CCOCC2)c1CNC(=O)c1ccc(NC(=O)CCCCCCCN(C)CCO)cc1, CC(C)O, O, O=P(O)(O)O. The product is CCc1nc2c(cnn2CC)c(NC2CCOCC2)c1CNC(=O)c1ccc(NC(=O)CCCCCCCN(C)CCO)cc1, O=P(O)(O)O. RXN SMILES: [CH2:1]([CH3:2])[n:3]1[n:4][cH:5][c:6]2[c:7]1[n:8][c:9]([CH2:44][CH3:45])[c:10]([CH2:19][NH:20][C:21]([c:22]1[cH:23][cH:24][c:25]([NH:28][C:29]([CH2:30][CH2:31][CH2:32][CH2:33][CH2:34][CH2:35][CH2:36][N:37]([CH3:38])[CH2:39][CH2:40][OH:41])=[O:42])[cH:26][cH:27]1)=[O:43])[c:11]2[NH:12][CH:13]1[CH2:14][CH2:15][O:16][CH2:17][CH2:18]1.[CH:51]([OH:52])([CH3:53])[CH3:54].[OH2:55].[P:46]([OH:47])([OH:48])([OH:49])=[O:50]>>[CH2:1]([CH3:2])[n:3]1[n:4][cH:5][c:6]2[c:7]1[n:8][c:9]([CH2:44][CH3:45])[c:10]([CH2:19][NH:20][C:21]([c:22]1[cH:23][cH:24][c:25]([NH:28][C:29]([CH2:30][CH2:31][CH2:32][CH2:33][CH2:34][CH2:35][CH2:36][N:37]([CH3:38])[CH2:39][CH2:40][OH:41])=[O:42])[cH:26][cH:27]1)=[O:43])[c:11]2[NH:12][CH:13]1[CH2:14][CH2:15][O:16][CH2:17][CH2:18]1.[P:46](=[O:47])([OH:48])([OH:49])[OH:50]. Starting materials: OC(C)(C)P(O)O (1-hydroxy-1-methylethylphosphonous acid), OC(C)(C)P(OC)=O (methyl (1-hydroxy-1-methylethyl)phosphinate). Solvent: O (water). Reaction conditions: temperature 5 celsius. Yields the product OC(C)(C)P(OCC(C)C)=O (Isobutyl (1-hydroxy-1-methylethyl)phosphinate). RXN SMILES: [OH:1][C:2]([PH:5](=[O:8])[O:6][CH3:7])([CH3:4])[CH3:3].O[C:10](P(O)O)([CH3:12])[CH3:11]>O>[OH:1][C:2]([PH:5](=[O:8])[O:6][CH2:7][CH:10]([CH3:12])[CH3:11])([CH3:4])[CH3:3]. Reported procedure: The methyl (1-hydroxy-1-methylethyl)phosphinate prepared as described immediately above is heated with water (11) on a steam bath for 8 hours until conversion to 1-hydroxy-1-methylethylphosphonous acid is complete (monitored by 31P nmr). The water is removed on a rotary evaporator and the residue is completely dried by co-evaporation with toluene. A sample of this phosphonous acid (4.6 g, 0.037M), isobutyl alcohol (3.02 g, 0.041M) and dimethylaminopyridine (0.5 g, 0.0041M) is stirred at 5° C. in... The reactants are [Li+].CC(C)[N-]C(C)C (LDA), Cl (HCl), C[Si](C)(C)NCC1=CC=CC=C1 (trimethylsilyl benzylamine), C(CCC)[Li] (n-butyllithium), C(C1=CC=CC=C1)=O (benzaldehyde), C(C)N(C(C1=C(C(=CC=C1)OC)C)=O)CC (N,N-diethyl-3-methoxy-2-methylbenzamide), C[Si](N[Si](C)(C)C)(C)C (hexamethyldisilazane), C(CCC)[Li] (n-butyllithium), C(C)NCC (diethylamine), 0.81. Run in CCCCCC (n-hexane), CCCCCC (n-hexane), C1CCOC1 (THF), CCCCCC (n-hexane), C1CCOC1 (THF). Run at time 2 hour. Yields the product COC1=C2C=C(NC(C2=CC=C1)=O)C1=CC=CC=C1 (5-Methoxy-3-phenyl-1(2H)-isoquinolinone). Isolated yield 15.0%. RXN SMILES: [Li+].CC([N-]C(C)C)C.C([Li])CCC.C(NCC)C.C([N:21]([CH2:33][CH3:34])[C:22](=[O:32])[C:23]1[CH:28]=[CH:27][CH:26]=[C:25]([O:29][CH3:30])[C:24]=1[CH3:31])C.C[Si](NC[C:41]1[CH:46]=[CH:45]C=[CH:43][CH:42]=1)(C)C.C[Si](C)(C)N[Si](C)(C)C.C(=O)C1C=CC=CC=1.Cl>CCCCCC.C1COCC1>[CH3:30][O:29][C:25]1[CH:26]=[CH:27][CH:28]=[C:23]2[C:24]=1[CH:31]=[C:33]([C:34]1[CH:45]=[CH:46][CH:41]=[CH:42][CH:43]=1)[NH:21][C:22]2=[O:32] |f:0.1|. Reported procedure: To a solution of 4.53 mmol of LDA at -78° (generated by adding a 3 ml of 1.55M n-butyllithium in n-hexane to 0.33 g of diethylamine in 5 ml of THF) was added 1.0 g (4.52 mmol) of N,N-diethyl-3-methoxy-2-methylbenzamide in 10 ml THF. Then a solution of 4.53 mmol of trimethylsilyl benzylamine [generated from 0.81 (4.53 mmol) of hexamethyldisilazane in 2 ml of n-hexane added to 3 ml of 1.55N n-butyllithium followed by the addition of 0.48 g (4.53 mmol) of benzaldehyde in 2 ml of n-hexane] was added... Yields the product BrCC(CO)=NNC1=NC2=C(C(=NC1)C1=C(C=CC=C1)Cl)C=CC=C2 (2-[[2-bromo-1-(hydroxymethyl)ethylidene]-hydrazino]-5-(o-chlorophenyl)-3H-1,4-benzodiazepine). Reported procedure: In the manner given in Example 1, 2-hydrazino-5-(o-chlorophenyl)-3H-1,4-benzodiazepine in tetrahydrofuran can be treated with 1-bromo-3-hydroxypropanone under nitrogen to give 2-[[2-bromo-1-(hydroxymethyl)ethylidene]-hydrazino]-5-(o-chlorophenyl)-3H-1,4-benzodiazepine. Reaction SMILES: [NH:1]([C:3]1[CH2:9][N:8]=[C:7]([C:10]2[CH:15]=[CH:14][CH:13]=[CH:12][C:11]=2[Cl:16])[C:6]2[CH:17]=[CH:18][CH:19]=[CH:20][C:5]=2[N:4]=1)[NH2:2].[Br:21][CH2:22][C:23](=O)[CH2:24][OH:25]>O1CCCC1>[Br:21][CH2:22][C:23](=[N:2][NH:1][C:3]1[CH2:9][N:8]=[C:7]([C:10]2[CH:15]=[CH:14][CH:13]=[CH:12][C:11]=2[Cl:16])[C:6]2[CH:17]=[CH:18][CH:19]=[CH:20][C:5]=2[N:4]=1)[CH2:24][OH:25]. Starting materials: N(N)C1=NC2=C(C(=NC1)C1=C(C=CC=C1)Cl)C=CC=C2 (2-hydrazino-5-(o-chlorophenyl)-3H-1,4-benzodiazepine), BrCC(CO)=O (1-bromo-3-hydroxypropanone). The solvent is O1CCCC1 (tetrahydrofuran). Reactants: COC(=O)C(C(=O)OC(C)(C)C)P(=O)(OC)OC, CN(C)C(=N)N(C)C, O=Cc1ccc(Cl)c(F)c1, ClCCl, O. Yields the product COC(=O)C(=Cc1ccc(Cl)c(F)c1)C(=O)OC(C)(C)C. As a reaction SMILES: [C:9]([CH3:10])([CH3:11])([CH3:12])[O:13][C:14](=[O:15])[CH:16]([C:17](=[O:18])[O:19][CH3:20])[P:21]([O:22][CH3:23])([O:24][CH3:25])=[O:26].[CH3:1][N:2]([CH3:3])[C:4]([N:5]([CH3:6])[CH3:7])=[NH:8].[Cl:27][c:28]1[c:29]([F:36])[cH:30][c:31]([CH:32]=[O:33])[cH:34][cH:35]1.[Cl:38][CH2:39][Cl:40].[OH2:37]>>[C:9]([CH3:10])([CH3:11])([CH3:12])[O:13][C:14](=[O:15])[C:16]([C:17](=[O:18])[O:19][CH3:20])=[CH:32][c:31]1[cH:30][c:29]([F:36])[c:28]([Cl:27])[cH:35][cH:34]1. The reactants are COC(C1=C(C(=CC=C1)O)C)=O (3-Hydroxy-2-methylbenzoic acid methyl ester), C(C)(C)N(C(C)C)CC (N,N-diisopropylethylamine), ethyl acetate hexanes, C(C)(C)N(C(C)C)CC (N,N-diisopropylethylamine), COCCl (Chloromethyl methyl ether), COCCl (chloromethyl methyl ether). The solvent is ClCCl (dichloromethane). Reaction conditions: time 5 hour. The product is COC(C1=C(C(=CC=C1)OCOC)C)=O (3-methoxymethoxy-2-methyl-benzoic acid methyl ester). The yield is 69.5%. RXN SMILES: [CH3:1][O:2][C:3](=[O:12])[C:4]1[CH:9]=[CH:8][CH:7]=[C:6]([OH:10])[C:5]=1[CH3:11].C(N(CC)C(C)C)(C)C.[CH3:22][O:23][CH2:24]Cl>ClCCl>[CH3:1][O:2][C:3](=[O:12])[C:4]1[CH:9]=[CH:8][CH:7]=[C:6]([O:10][CH2:22][O:23][CH3:24])[C:5]=1[CH3:11]. Reported procedure: 3-Hydroxy-2-methylbenzoic acid methyl ester (0.5 g, 3.01 mmol) in dichloromethane (15 ml) and N,N-diisopropylethylamine (1.57 ml, 9.03 mmol) was cooled to 0° C. under nitrogen. Chloromethyl methyl ether (0.46 ml, 6.02 mmol) was added dropwise and the reaction allowed warming to room temperature over a period of 18 hours. The reaction was judged to be 50% complete by tlc (1:2 ethyl acetate/hexanes, 12) and therefore, N,N-diisopropylethylamine (1.57 ml, 9.03 mmol) was added, the reaction mixture c... Starting materials: CN(C(C(C)C)=O)C (N,N-dimethyl-2-methylpropionamide), S(=O)(=O)(C(F)(F)F)OS(=O)(=O)C(F)(F)F (triflic anhydride), ClCCCl (1,2-dichloroethane), ClC1(C(=C(C1=O)C1=CC=CC=C1)C1=CC=C(C=C1)SC)Cl (4,4-Dichloro-3-(4-methylthiophenyl)-2-phenyl-2-cyclobuten-1-one), N1=C(C=C(C=C1C)C)C (2,4,6-collidine), ClCCCl (1,2-dichloroethane). Reaction conditions: time 30 minute. Yields the product CC1(C([C@H]([C@@H]1C1=CC=C(C=C1)SC)C1=CC=C(C=C1)SC)=O)C ((trans)-2,2-Dimethyl-3,4-bis(4-methylthiophenyl)-1-cyclobutanone). Reaction SMILES: [CH3:1]N(C)C(=O)C(C)C.S(O[S:17]([C:20](F)(F)F)(=O)=O)(C(F)(F)F)(=O)=O.N1C(C)=CC(C)=CC=1C.ClC1(Cl)[C:37](=[O:38])[C:36]([C:39]2[CH:44]=[CH:43][CH:42]=[CH:41][CH:40]=2)=[C:35]1[C:45]1[CH:50]=[CH:49][C:48]([S:51][CH3:52])=[CH:47][CH:46]=1.Cl[CH2:55][CH2:56]Cl>>[CH3:1][C:55]1([CH3:56])[C@@H:35]([C:45]2[CH:50]=[CH:49][C:48]([S:51][CH3:52])=[CH:47][CH:46]=2)[C@H:36]([C:39]2[CH:44]=[CH:43][C:42]([S:17][CH3:20])=[CH:41][CH:40]=2)[C:37]1=[O:38]. Procedure: To a solution of N,N-dimethyl-2-methylpropionamide (615 mg) in 1,2-dichloroethane (20 mL) at 0° C. was added triflic anhydride (1.51 g) dropwise followed by a solution of 2,4,6-collidine (715 mg) and (E)-1-(methylthio)-4-(2-phenylethenyl)benzene (730 mg, method 1) in 1,2-dichloroethane (5 mL). The mixture was stirred at r.t. for 30 min., heated at reflux for 6 hr, cooled to r.t., and the solvent evaporated. The residue was dissolved in CCl4 (50 mL) and H2O (50 mL) and the mixture refluxed for 18... Starting materials: ClC=1C=C2CCCC(C2=CC1)=O (6-chloro-1-tetralone), BrBr (bromine), Example 29 ( a ). Solvent: C(C)(=O)OCC (ethyl acetate). The product is BrC1C(C2=CC=C(C=C2CC1)Cl)=O (2-bromo-6-chloro-1-tetralone). RXN SMILES: [Cl:1][C:2]1[CH:3]=[C:4]2[C:9](=[CH:10][CH:11]=1)[C:8](=[O:12])[CH2:7][CH2:6][CH2:5]2.[Br:13]Br>C(OCC)(=O)C>[Br:13][CH:7]1[CH2:6][CH2:5][C:4]2[C:9](=[CH:10][CH:11]=[C:2]([Cl:1])[CH:3]=2)[C:8]1=[O:12]. Procedure: 5 g of 6-chloro-1-tetralone are reacted with 4.4 g of bromine in ethyl acetate analogously to the instructions indicated in Example 29 (a). After distilling off the solvent under reduced pressure, 2-bromo-6-chloro-1-tetralone is obtained as an amorphous residue, which is used without further purification. Starting materials: [N-]=[N+]=[N-] (azide), [H][H] (hydrogen), N(=[N+]=[N-])[C@@H]1[C@H]([C@](CCC1)(C)O[Si](C)(C)C(C)(C)C)O ((1R,2R,3S)-3-azido-1-(tert-butyldimethylsilyloxy)-1-methylcyclo-hexan-2-ol). Reagents/catalysts: [Pd] (palladium). Solvent: C(C)(=O)OCC (ethyl acetate). Yields the product N[C@@H]1[C@H]([C@](CCC1)(C)O[Si](C)(C)C(C)(C)C)O ((1R,2R,3S)-3-amino-1-(tert-butyldimethylsilyloxy)-1-methylcyclohexan-2-ol). RXN SMILES: [N-]=[N+]=[N-].[N:4]([C@H:7]1[CH2:12][CH2:11][CH2:10][C@:9]([O:14][Si:15]([C:18]([CH3:21])([CH3:20])[CH3:19])([CH3:17])[CH3:16])([CH3:13])[C@@H:8]1[OH:22])=[N+]=[N-].[H][H]>C(OCC)(=O)C.[Pd]>[NH2:4][C@H:7]1[CH2:12][CH2:11][CH2:10][C@:9]([O:14][Si:15]([C:18]([CH3:21])([CH3:20])[CH3:19])([CH3:16])[CH3:17])([CH3:13])[C@@H:8]1[OH:22]. Procedure: A solution of azide, 50d, (0.25 g; 0.89 mmol) in 20 mL of ethyl acetate was hydrogenated with Degussa palladium (20 mole %) under 1 atmosphere of hydrogen overnight. The reaction mixture was filtered over celite and the celite was eluted with 2×10 mL of EtOAc. The filtrate was concentrated in vacuo to afford 230 mg of an oil that was used directly for the next step without further purification.